This data is from the Open Reaction Database (ORD), a public repository of structured organic reaction records. The task is: describe an organic reaction: reactants, conditions, products, and yield Starting materials: C(C1=CN=CC=C1)(=O)O (nicotinic acid), N,N'-carbonyldiimidazole, NC1=NC2=NC(=CC=C2C=C1)OC (2-amino-7-methoxy-1,8-naphthyridine). The solvent is C(CC)O (1-propanol). Run at temperature 4 celsius. The product is COC1=CC=C2C=CC(=NC2=N1)NC(=O)C=1C=NC=CC1 (N-(7-methoxy-1,8-naphthyridin-2-yl)-3-pyridylcarboxamide). Isolated yield 77.7%. RXN SMILES: [C:1]([OH:9])(=O)[C:2]1[CH:7]=[CH:6][CH:5]=[N:4][CH:3]=1.[NH2:10][C:11]1[CH:20]=[CH:19][C:18]2[C:13](=[N:14][C:15]([O:21][CH3:22])=[CH:16][CH:17]=2)[N:12]=1>C(O)CC>[CH3:22][O:21][C:15]1[N:14]=[C:13]2[C:18]([CH:19]=[CH:20][C:11]([NH:10][C:1]([C:2]3[CH:3]=[N:4][CH:5]=[CH:6][CH:7]=3)=[O:9])=[N:12]2)=[CH:17][CH:16]=1. Procedure details: The prccedure is similar to that described in Example 1, but starting with nicotinic acid (7.4 g), N,N'-carbonyldiimidazole (9.7 g) and 2-amino-7-methoxy-1,8-naphthyridine (7 g). After filtration, washing with water and drying, the crystallised solid formed during the reaction (10.3 g; m.p. 245° C.) is dissolved in boiling 1-propanol (900 cc). After being cooled for 3 hours at 4° C., the crystallised solid is separated by filtration, washed with 1-propanol (3×20 cc) and dried at 50° C. under red... Procedure details: To a solution of the alkyne 410 (200 mg, 0.64 mmol) in MeOH (10 ml) was added SnCl2×2H2O (574 mg, 4 eq, 2.54 mmol) and the reaction mixture was heated to reflux for 3 hours. It was then cooled to RT, concentrated and crude amine 411 was used directly in the next step with no additional purification (182 mg, 100%). To a solution of 411 (182 mg, 0.64 mmol) in EtOH (2 ml) and toluene (6 ml) was added 2-phenylacetyl isothiocyanate (227 mg, 2 eq, 1.28 mmol) and the reaction mixture was stirred at RT ... Reactants: 411, C1(=CC=CC=C1)CC(=O)N=C=S (2-phenylacetyl isothiocyanate), C(#C)C1=CC2=NC=CC(=C2S1)OC1=C(C=C(C=C1)[N+](=O)[O-])F (2-Ethynyl-7-(2-fluoro-4-nitrophenoxy)thieno[3,2-b]pyridine), Cl[Sn]Cl (SnCl2). Yields the product C(#C)C1=CC2=NC=CC(=C2S1)OC1=C(C=C(C=C1)NC(=S)NC(CC1=CC=CC=C1)=O)F (N-(4-(2-Ethynylthieno[3,2-b]pyridin-7-yloxy)-3-fluorophenylcarbamothioyl)-2-phenylacetamide). Reaction conditions: time 2 hour. Yield: 8.5%. RXN SMILES: [C:1]([C:3]1[S:11][C:10]2[C:5](=[N:6][CH:7]=[CH:8][C:9]=2[O:12][C:13]2[CH:18]=[CH:17][C:16]([N+:19]([O-])=O)=[CH:15][C:14]=2[F:22])[CH:4]=1)#[CH:2].Cl[Sn]Cl.[C:26]1([CH2:32][C:33]([N:35]=[C:36]=[S:37])=[O:34])[CH:31]=[CH:30][CH:29]=[CH:28][CH:27]=1>CO.CCO.C1(C)C=CC=CC=1>[C:1]([C:3]1[S:11][C:10]2[C:5](=[N:6][CH:7]=[CH:8][C:9]=2[O:12][C:13]2[CH:18]=[CH:17][C:16]([NH:19][C:36]([NH:35][C:33](=[O:34])[CH2:32][C:26]3[CH:27]=[CH:28][CH:29]=[CH:30][CH:31]=3)=[S:37])=[CH:15][C:14]=2[F:22])[CH:4]=1)#[CH:2]. Run in CCO (EtOH), C1(=CC=CC=C1)C (toluene), CO (MeOH). Reactants: CC(C)(OC(N(OCC(OC(CCC(=O)O)=O)C)C)=O)C (2,2,5,8-Tetramethyl-4,10-dioxo-3,6,9-trioxa-5-azatridecan-13-oic acid). Run in C(=O)(C(F)(F)F)O (TFA). Run at time 4 hour. The product is CNOCC(C)OC(CCC(=O)O)=O (4-(1-(methylaminooxy)propan-2-yloxy)-4-oxobutanoic acid), gel. Yield: 19.6%. Reaction SMILES: CC(C)(O[C:5](=O)[N:6](C)[O:7][CH2:8][CH:9]([CH3:18])[O:10][C:11](=[O:17])[CH2:12][CH2:13][C:14]([OH:16])=[O:15])C>C(O)(C(F)(F)F)=O>[CH3:5][NH:6][O:7][CH2:8][CH:9]([O:10][C:11](=[O:17])[CH2:12][CH2:13][C:14]([OH:16])=[O:15])[CH3:18]. Procedure: 2,2,5,8-Tetramethyl-4,10-dioxo-3,6,9-trioxa-5-azatridecan-13-oic acid (227 mg, 0.744 mmol) was dissolved in 4 mL TFA. The reaction mixture was stirred at room temperature for 4 h and concentrated. The crude product was purified by silica gel flash column chromatography using 12% MeOH/dichloromethane as eluent. The desired product was obtained as a colorless gel (30 mg, 0.146 mmol, 20%). 1H NMR (CD3OD, 300 MHz): δ (ppm) 1.17 (d, 3H, J=6.6 Hz), 2.58 (s, 3H), 2.61 (s, 3H), 3.66 (d, 2H, J=5.4 Hz), 5... Reactants: COCSC1=CC=C(C=C1)C(C(=O)NC=1SC=CN1)CC1CCOCC1 (2-(4-methoxymethylsulfanylphenyl)-3-(tetrahydropyran-4-yl)-N-thiazol-2-ylpropionamide). The reagents and catalysts are [N+](=O)([O-])[O-].[Ag+] (AgNO3). The solvent is C1CCOC1 (THF), CCO (EtOH). Run at temperature 40 celsius, time 21 hour. Product: SC1=CC=C(C=C1)C(C(=O)NC=1SC=CN1)CC1CCOCC1 (2-(4-mercaptophenyl)-3-(tetrahydropyran-4-yl)-N-thiazol-2-ylpropionamide). RXN SMILES: COC[S:4][C:5]1[CH:10]=[CH:9][C:8]([CH:11]([CH2:20][CH:21]2[CH2:26][CH2:25][O:24][CH2:23][CH2:22]2)[C:12]([NH:14][C:15]2[S:16][CH:17]=[CH:18][N:19]=2)=[O:13])=[CH:7][CH:6]=1>C1COCC1.CCO.[N+]([O-])([O-])=O.[Ag+]>[SH:4][C:5]1[CH:10]=[CH:9][C:8]([CH:11]([CH2:20][CH:21]2[CH2:26][CH2:25][O:24][CH2:23][CH2:22]2)[C:12]([NH:14][C:15]2[S:16][CH:17]=[CH:18][N:19]=2)=[O:13])=[CH:7][CH:6]=1 |f:3.4|. Procedure details: A solution of 2-(4-methoxymethylsulfanylphenyl)-3-(tetrahydropyran-4-yl)-N-thiazol-2-ylpropionamide (EXAMPLE 77, 1.29 g, 3.28 mmol) in THF (50 mL) was added to a stirred solution of AgNO3 (0.59 g, 3.28 mmol) in EtOH (85 mL) at 40° C. The mixture was protected from light and stirred at 40° C. for 21 h. The solvents were evaporated off under reduced pressure, then the remaining solid was triturated with i-PrOH (60 mL), THF (60 mL), and Et2O (60 mL). After air-drying, the solid was stirred vigorous...